This data is from the Open Reaction Database (ORD), a public repository of structured organic reaction records. The task is: describe an organic reaction: reactants, conditions, products, and yield Starting materials: C(C)NCC (diethylamine), C(C)OC(C)=O.CO (ethylacetate methanol), [OH-].[NH4+] (ammonium hydroxide), ClC1=CC=2C(N(CC(OC2N=C1)CCCl)C)=O (7-chloro-2-(2-chloroethyl)-2,3-dihydro-4-methylpyrido[3,2-f][1,4]oxazepine-5(4H)-one), C(C)NCC (diethylamine), C(C)NCC (diethylamine). Solvent: C(C)O (ethanol). Reaction conditions: time 1 hour. The product is C(C(=O)O)(=O)O.ClC1=CC=2C(N(CC(OC2N=C1)CCN(CC)CC)C)=O (7-Chloro-2-[2-(diethylamino)ethyl]-2,3-dihydro-4-methylpyrido[3,2-f][1,4]-oxazepin-5(4H)-one oxalate). Yield: 76.0%. Reaction SMILES: [Cl:1][C:2]1[CH:12]=[N:11][C:10]2[O:9][CH:8]([CH2:13][CH2:14]Cl)[CH2:7][N:6]([CH3:16])[C:5](=[O:17])[C:4]=2[CH:3]=1.[CH2:18]([NH:20][CH2:21][CH3:22])[CH3:19].C([O:25][C:26](=[O:28])C)C.[CH3:29][OH:30].[OH-:31].[NH4+]>C(O)C>[C:26]([OH:28])(=[O:25])[C:29]([OH:31])=[O:30].[Cl:1][C:2]1[CH:12]=[N:11][C:10]2[O:9][CH:8]([CH2:13][CH2:14][N:20]([CH2:21][CH3:22])[CH2:18][CH3:19])[CH2:7][N:6]([CH3:16])[C:5](=[O:17])[C:4]=2[CH:3]=1 |f:2.3,4.5,7.8|. Reported procedure: To a suspension of 7-chloro-2-(2-chloroethyl)-2,3-dihydro-4-methylpyrido[3,2-f][1,4]oxazepine-5(4H)-one in 50 ml of absolute ethanol was added 2.26 ml (0.022 mole) of diethylamine and the mixture heated to reflux. (Complete dissolution occurred). After 1 hr, another 2.26 ml (0.022 mole) of diethylamine was added followed by 5.0 ml (0.049 mole) and heating continued for 2 more hours. TLC (ethylacetate/methanol/conc. ammonium hydroxide, 7:2:1, v/v/v) still showed presence of starting material; ano...